From a dataset of the Open Reaction Database (ORD), a public repository of structured organic reaction records. describe an organic reaction: reactants, conditions, products, and yield As a reaction SMILES: [BH3:43].[CH2:1]([CH3:2])[C:3]1([CH2:38][CH3:39])[C:4](=[O:37])[N:5]([C:23](=[O:24])[NH:25][CH:26]([c:27]2[cH:28][cH:29][c:30]([CH3:33])[cH:31][cH:32]2)[CH2:34][CH2:35][CH3:36])[CH:6]1[O:7][c:8]1[cH:9][cH:10][c:11]([CH:14]([CH3:15])[N:16]([C:17]([CH2:18][O:19][CH3:20])=[O:21])[CH3:22])[cH:12][cH:13]1.[CH2:44]1[O:45][CH2:46][CH2:47][CH2:48]1.[CH3:40][S:41][CH3:42]>>[CH2:1]([CH3:2])[C:3]1([CH2:38][CH3:39])[C:4](=[O:37])[N:5]([C:23](=[O:24])[NH:25][CH:26]([c:27]2[cH:28][cH:29][c:30]([CH3:33])[cH:31][cH:32]2)[CH2:34][CH2:35][CH3:36])[CH:6]1[O:7][c:8]1[cH:9][cH:10][c:11]([CH:14]([CH3:15])[N:16]([CH2:17][CH2:18][O:19][CH3:20])[CH3:22])[cH:12][cH:13]1. Product: CCCC(NC(=O)N1C(=O)C(CC)(CC)C1Oc1ccc(C(C)N(C)CCOC)cc1)c1ccc(C)cc1. Reactants: B, CCCC(NC(=O)N1C(=O)C(CC)(CC)C1Oc1ccc(C(C)N(C)C(=O)COC)cc1)c1ccc(C)cc1, C1CCOC1, CSC. Reactants: CCOC(=O)CCC1CN(c2ccnc(NCCc3ccccc3)n2)c2nc(-c3ccccc3)cc(=O)n2C1, [Li+], C1CCOC1, [OH-]. Yields the product O=C(O)CCC1CN(c2ccnc(NCCc3ccccc3)n2)c2nc(-c3ccccc3)cc(=O)n2C1. Reaction SMILES: [CH2:1]([CH3:2])[O:3][C:4]([CH2:5][CH2:6][CH:7]1[CH2:8][N:9]([c:24]2[n:25][c:26]([NH:30][CH2:31][CH2:32][c:33]3[cH:34][cH:35][cH:36][cH:37][cH:38]3)[n:27][cH:28][cH:29]2)[c:10]2[n:11]([c:13](=[O:23])[cH:14][c:15](-[c:17]3[cH:18][cH:19][cH:20][cH:21][cH:22]3)[n:16]2)[CH2:12]1)=[O:39].[Li+:40].[O:42]1[CH2:43][CH2:44][CH2:45][CH2:46]1.[OH-:41]>>[O:3]=[C:4]([CH2:5][CH2:6][CH:7]1[CH2:8][N:9]([c:24]2[n:25][c:26]([NH:30][CH2:31][CH2:32][c:33]3[cH:34][cH:35][cH:36][cH:37][cH:38]3)[n:27][cH:28][cH:29]2)[c:10]2[n:11]([c:13](=[O:23])[cH:14][c:15](-[c:17]3[cH:18][cH:19][cH:20][cH:21][cH:22]3)[n:16]2)[CH2:12]1)[OH:39].